From a dataset of the Open Reaction Database (ORD), a public repository of structured organic reaction records. describe an organic reaction: reactants, conditions, products, and yield The reactants are CC(C)=O, [Na+], [Na+], CC(C)c1csc(CCc2ccn3c(=O)c(C4CC4CO)c(N4CCOCC4)nc3c2)n1, O=S([O-])([O-])=S. Product: CC(C)c1csc(CCc2ccn3c(=O)c(C4CC4C(=O)O)c(N4CCOCC4)nc3c2)n1. RXN SMILES: [CH3:40][C:41](=[O:42])[CH3:43].[Na+:38].[Na+:39].[OH:1][CH2:2][CH:3]1[CH:4]([c:6]2[c:7]([N:27]3[CH2:28][CH2:29][O:30][CH2:31][CH2:32]3)[n:8][c:9]3[n:10]([c:11]2=[O:12])[cH:13][cH:14][c:15]([CH2:17][CH2:18][c:19]2[s:20][cH:21][c:22]([CH:24]([CH3:25])[CH3:26])[n:23]2)[cH:16]3)[CH2:5]1.[S:33]([O-:34])(=[O:35])([O-:36])=[S:37]>>[O:1]=[C:2]([CH:3]1[CH:4]([c:6]2[c:7]([N:27]3[CH2:28][CH2:29][O:30][CH2:31][CH2:32]3)[n:8][c:9]3[n:10]([c:11]2=[O:12])[cH:13][cH:14][c:15]([CH2:17][CH2:18][c:19]2[s:20][cH:21][c:22]([CH:24]([CH3:25])[CH3:26])[n:23]2)[cH:16]3)[CH2:5]1)[OH:35]. The reactants are N(=[N+]=[N-])C1CC(OC2=C1C=C(C=C2)C#N)(C)C (4-azido-6-cyano-3,4-dihydro-2,2-dimethyl-2H-1-benzopyran). Reagents/catalysts: [Pd] (palladium on charcoal). The solvent is C(C)O (ethanol). Run at time 90 minute. Yields the product NC1CC(OC2=C1C=C(C=C2)C#N)(C)C (4-Amino-6-cyano-3,4-dihydro-2,2-dimethyl-2H-1-benzopyran). Yield: 86.9%. Reaction SMILES: [N:1]([CH:4]1[C:9]2[CH:10]=[C:11]([C:14]#[N:15])[CH:12]=[CH:13][C:8]=2[O:7][C:6]([CH3:17])([CH3:16])[CH2:5]1)=[N+]=[N-]>C(O)C.[Pd]>[NH2:1][CH:4]1[C:9]2[CH:10]=[C:11]([C:14]#[N:15])[CH:12]=[CH:13][C:8]=2[O:7][C:6]([CH3:17])([CH3:16])[CH2:5]1. Reported procedure: A solution of 4-azido-6-cyano-3,4-dihydro-2,2-dimethyl-2H-1-benzopyran (2.00 g, 8.77 mmol), title C compound, in absolute ethanol (50 mL) was treated with 10% palladium on charcoal (0.25 g) and stirred under hydrogen for 90 minutes at room temperature. The catalyst was filtered off and the filtrate was acidified to pH 1-2 with concentrated HCl (0.85 mL) and concentrated under vacuum to a white solid. The residue was dissolved in 100 mL distilled water and extracted with ethyl acetate (discarded)... Reactants: P(OCC1=CC=CC=C1)(OCC1=CC=CC=C1)[O-] (dibenzyl phosphite), C1(=CC=CC=C1)P(C1=CC=CC=C1)C1=CC=CC=C1 (triphenyl phosphine), C(C1=CC=CC=C1)P(CC1=CC=CC=C1)CC1=CC=CC=C1 (tribenzyl phosphine), P(OCCCCCCCCCCCC)(OCCCCCCCCCCCC)OCCCCCCCCCCCC (trilauryl phosphite), C(CCCCCCCCCCC)P(CCCCCCCCCCCC)CCCCCCCCCCCC (trilauryl phosphine). Yields the product P(OCC1=CC=CC=C1)(OCC1=CC=CC=C1)OCC1=CC=CC=C1 (Tribenzyl phosphite). Reaction SMILES: P([O-])(OCC1C=CC=CC=1)OCC1C=CC=CC=1.[P:19]([O:46][CH2:47][CH2:48][CH2:49][CH2:50][CH2:51][CH2:52][CH2:53]CCCCC)([O:33][CH2:34][CH2:35][CH2:36][CH2:37][CH2:38][CH2:39][CH2:40]CCCCC)[O:20][CH2:21][CH2:22][CH2:23][CH2:24][CH2:25][CH2:26][CH2:27]CCCCC.C(P(CCCCCCCCCCCC)CCCCCCCCCCCC)CCCCCCCCCCC.C1(P(C2C=CC=CC=2)C2C=CC=CC=2)C=CC=CC=1.C(P(CC1C=CC=CC=1)CC1C=CC=CC=1)C1C=CC=CC=1>>[P:19]([O:20][CH2:21][C:22]1[CH:23]=[CH:24][CH:25]=[CH:26][CH:27]=1)([O:33][CH2:34][C:35]1[CH:36]=[CH:37][CH:38]=[CH:39][CH:40]=1)[O:46][CH2:47][C:48]1[CH:49]=[CH:50][CH:51]=[CH:52][CH:53]=1. Procedure: dibenzyl phosphite; trilauryl phosphite; trilauryl phosphine; triphenyl phosphine; tribenzyl phosphine. The reactants are FC1=CC=C(C=C1)C=1OC(=C(N1)CC(=O)OCC)C1=COC=C1 (ethyl 2-[2-(4-fluorophenyl)-5-(3-furyl)-4-oxazolyl]acetate), CO (methanol), [OH-].[Na+] (sodium hydroxide). The solvent is O (water). The product is FC1=CC=C(C=C1)C=1OC(=C(N1)CC(=O)O)C1=COC=C1 (2-[2-(4-fluorophenyl)-5-(3-furyl)-4-oxazolyl]acetic acid). Isolated yield 85.0%. As a reaction SMILES: [F:1][C:2]1[CH:7]=[CH:6][C:5]([C:8]2[O:9][C:10]([C:19]3[CH:23]=[CH:22][O:21][CH:20]=3)=[C:11]([CH2:13][C:14]([O:16]CC)=[O:15])[N:12]=2)=[CH:4][CH:3]=1.CO.[OH-].[Na+]>O>[F:1][C:2]1[CH:7]=[CH:6][C:5]([C:8]2[O:9][C:10]([C:19]3[CH:23]=[CH:22][O:21][CH:20]=3)=[C:11]([CH2:13][C:14]([OH:16])=[O:15])[N:12]=2)=[CH:4][CH:3]=1 |f:2.3|. Reported procedure: 6.30 g of ethyl 2-[2-(4-fluorophenyl)-5-(3-furyl)-4-oxazolyl]acetate, 70 ml of methanol, 7 ml of water and 1.5 g of sodium hydroxide are treated in the same manner as described in Example 16. 4.88 g of 2-[2-(4-fluorophenyl)-5-(3-furyl)-4-oxazolyl]acetic acid are obtained. Yield: 85% Starting materials: C(C1=CC=CC=C1)OC1=CC=C(C=C1)C=1OC2=C(N1)C=CC(=C2)C=2C(CC(NN2)=O)CC (6-[2-(4-benzyloxy-phenyl)-benzoxazol-6-yl]-5-ethyl-4,5-dihydro-2H-pyridazin-3-one), [H][H] (hydrogen). The reagents and catalysts are [Pd] (palladium on charcoal). The solvent is CO (methanol). The product is C(C)C1CC(NN=C1C1=CC2=C(N=C(O2)C2=CC=C(C=C2)O)C=C1)=O (5-ethyl-6-[2-(4-hydroxy-phenyl)-benzoxazol-6-yl]-4,5-dihydro-2H-pyridazin-3-one). RXN SMILES: C([O:8][C:9]1[CH:14]=[CH:13][C:12]([C:15]2[O:16][C:17]3[CH:23]=[C:22]([C:24]4[CH:25]([CH2:31][CH3:32])[CH2:26][C:27](=[O:30])[NH:28][N:29]=4)[CH:21]=[CH:20][C:18]=3[N:19]=2)=[CH:11][CH:10]=1)C1C=CC=CC=1.[H][H]>[Pd].CO>[CH2:31]([CH:25]1[C:24]([C:22]2[CH:21]=[CH:20][C:18]3[N:19]=[C:15]([C:12]4[CH:13]=[CH:14][C:9]([OH:8])=[CH:10][CH:11]=4)[O:16][C:17]=3[CH:23]=2)=[N:29][NH:28][C:27](=[O:30])[CH2:26]1)[CH3:32]. Procedure details: 235 mg (552 μmol) 6-[2-(4-benzyloxy-phenyl)-benzoxazol-6-yl]-5-ethyl-4,5-dihydro-2H-pyridazin-3-one are hydrogenated together with 50 mg palladium on charcoal 10% and 50 ml of methanol at RT and 3.45 bar hydrogen pressure for 2.5 h, then the catalyst is filtered off and the filtrate is evaporated down completely i.V.